Dataset: the Open Reaction Database (ORD), a public repository of structured organic reaction records. Task: describe an organic reaction: reactants, conditions, products, and yield The reactants are C(=O)([O-])[O-].[K+].[K+] (K2CO3), TEA, ClCC(=O)Cl (chloroacetyl chloride), FC(C1=CC(=C(CNC(C2=C(C(=CC=C2)N)O)=O)C=C1)N1CCCCC1)(F)F (N-(4-(trifluoromethyl)-2-(piperidin-1-yl)benzyl)-3-amino-2-hydroxybenzamide). Solvent: CN(C)C=O (DMF). Run at time 2 hour. Yields the product FC(C1=CC(=C(CNC(=O)C2=CC=CC3=C2OCC(N3)=O)C=C1)N1CCCCC1)(F)F (N-(4-(trifluoromethyl)-2-(piperidin-1-yl)benzyl)-3,4-dihydro-3-oxo-2H-benzo[b][1,4]oxazine-8-carboxamide). Isolated yield 50.0%. RXN SMILES: [F:1][C:2]([F:28])([F:27])[C:3]1[CH:20]=[CH:19][C:6]([CH2:7][NH:8][C:9](=[O:18])[C:10]2[CH:15]=[CH:14][CH:13]=[C:12]([NH2:16])[C:11]=2[OH:17])=[C:5]([N:21]2[CH2:26][CH2:25][CH2:24][CH2:23][CH2:22]2)[CH:4]=1.Cl[CH2:30][C:31](Cl)=[O:32].C([O-])([O-])=O.[K+].[K+]>CN(C=O)C>[F:28][C:2]([F:1])([F:27])[C:3]1[CH:20]=[CH:19][C:6]([CH2:7][NH:8][C:9]([C:10]2[C:11]3[O:17][CH2:30][C:31](=[O:32])[NH:16][C:12]=3[CH:13]=[CH:14][CH:15]=2)=[O:18])=[C:5]([N:21]2[CH2:26][CH2:25][CH2:24][CH2:23][CH2:22]2)[CH:4]=1 |f:2.3.4|. Reported procedure: N-(4-(trifluoromethyl)-2-(piperidin-1-yl)benzyl)-3-amino-2-hydroxybenzamide 24b (830 mg, 2.1 mmol) was dissolved in 10 ml of DMF and at 0° C. TEA (0.58 ml, 2 equiv.) and chloroacetyl chloride (0.2 ml, 1.2 equiv.) were added. The mixture was stirred at rt for 2 hours. K2CO3 (580 mg, 2 equiv.) was added and the reaction was stirred at rt for 20 hours. The solvent was evaporated and the crude was dissolved in AcOEt (30 ml) and washed with water (1×20 ml) and brine. The organic phase was dried over ... Starting materials: Brc1ccc(I)cc1, CS(C)=O, [Cu], Cc1ccc(-c2ncn(-c3ccc(C(F)(F)C(F)(F)F)cc3)n2)cc1, FC(F)(F)C(F)(F)I. The product is FC(F)(F)C(F)(F)c1ccc(Br)cc1, FC(F)(F)C(F)(F)c1ccc(I)cc1. As a reaction SMILES: [Br:34][c:35]1[cH:36][cH:37][c:38]([I:41])[cH:39][cH:40]1.[CH3:43][S:44]([CH3:45])=[O:46].[Cu:42].[F:1][C:2]([C:3]([F:4])([F:5])[F:6])([c:7]1[cH:8][cH:9][c:10](-[n:13]2[cH:14][n:15][c:16](-[c:17]3[cH:18][cH:19][c:20]([CH3:21])[cH:22][cH:23]3)[n:24]2)[cH:11][cH:12]1)[F:25].[F:26][C:27]([C:28]([F:29])([F:30])[F:31])([F:32])[I:33]>>[F:1][C:2]([C:3]([F:4])([F:5])[F:6])([c:7]1[cH:8][cH:9][c:10]([Br:34])[cH:11][cH:12]1)[F:25].[F:26][C:27]([C:28]([F:29])([F:30])[F:31])([F:32])[c:35]1[cH:36][cH:37][c:38]([I:41])[cH:39][cH:40]1. Reactants: C1CCOC1, CNC, CSc1sc(C#N)c2c1C(=O)CCC2. Product: CN(C)c1sc(C#N)c2c1C(=O)CCC2. Reaction SMILES: [CH2:18]1[O:19][CH2:20][CH2:21][CH2:22]1.[CH3:15][NH:16][CH3:17].[CH3:1][S:2][c:3]1[c:4]2[c:5]([c:6]([C:8]#[N:9])[s:7]1)[CH2:10][CH2:11][CH2:12][C:13]2=[O:14]>>[c:3]1([N:16]([CH3:15])[CH3:17])[c:4]2[c:5]([c:6]([C:8]#[N:9])[s:7]1)[CH2:10][CH2:11][CH2:12][C:13]2=[O:14]. Reactants: [O-]S(=O)S(=O)[O-].[Na+].[Na+] (Na2S2O4), ClC=1C(=C(C(=NC1)N)[N+](=O)[O-])N1CCN(CC1)CC=1N=C(SC1)C (5-chloro-4-(4-((2-methylthiazol-4-yl)methyl)piperazin-1-yl)-3-nitropyridin-2-amine), CCO (EtOH), N1(N=CC=C1)CC1=CC=C(C=O)C=C1 (4-(1H-pyrazol-1-ylmethyl)-benzaldehyde). Reagents/catalysts: N (NH3). Run in C(Cl)Cl (DCM), CN(C)C=O (DMF). Reaction conditions: temperature 85 celsius. The product is N1(N=CC=C1)CC1=CC=C(C=C1)C1=NC=2C(=NC=C(C2N2CCN(CC2)CC=2N=C(SC2)C)Cl)N1 (4-((4-(2-(4-((1H-Pyrazol-1-yl)methyl)phenyl)-6-chloro-3H-imidazo[4,5-b]pyridin-7-yl)piperazin-1-yl)methyl)-2-methylthiazole). As a reaction SMILES: [Cl:1][C:2]1[C:3]([N:12]2[CH2:17][CH2:16][N:15]([CH2:18][C:19]3[N:20]=[C:21]([CH3:24])[S:22][CH:23]=3)[CH2:14][CH2:13]2)=[C:4]([N+:9]([O-])=O)[C:5]([NH2:8])=[N:6][CH:7]=1.CCO.[N:28]1([CH2:33][C:34]2[CH:41]=[CH:40][C:37]([CH:38]=O)=[CH:36][CH:35]=2)[CH:32]=[CH:31][CH:30]=[N:29]1.[O-]S(S([O-])=O)=O.[Na+].[Na+]>C(Cl)Cl.N.CN(C=O)C>[N:28]1([CH2:33][C:34]2[CH:41]=[CH:40][C:37]([C:38]3[NH:8][C:5]4=[N:6][CH:7]=[C:2]([Cl:1])[C:3]([N:12]5[CH2:17][CH2:16][N:15]([CH2:18][C:19]6[N:20]=[C:21]([CH3:24])[S:22][CH:23]=6)[CH2:14][CH2:13]5)=[C:4]4[N:9]=3)=[CH:36][CH:35]=2)[CH:32]=[CH:31][CH:30]=[N:29]1 |f:3.4.5|. Procedure: To a mixture of 5-chloro-4-(4-((2-methylthiazol-4-yl)methyl)piperazin-1-yl)-3-nitropyridin-2-amine (0.060 g, 0.19 mmol), EtOH (3.3 mL) and DMF (0.44 mL), 4-(1H-pyrazol-1-ylmethyl)-benzaldehyde (0.039 g, 0.21 mmol) was added followed by a freshly prepared aqueous solution of Na2S2O4 (1M; 0.57 mL, 0.57 mmol). The reaction mixture was heated at 85° C. for 24 h, then allowed to cool to room temperature and diluted with DCM and a few drops of aqueous NH3 until complete dissolution was observed. This ... Starting materials: CC(C)(C)[Si](Cl)(c1ccccc1)c1ccccc1, CCOC(C)=O, OCC(CO)(CO)CO, c1ccncc1. Product: CC(C)(C)[Si](OCC(CO)(CO)CO)(c1ccccc1)c1ccccc1. Reaction SMILES: [C:10]([CH3:11])([CH3:12])([CH3:13])[Si:14]([c:15]1[cH:16][cH:17][cH:18][cH:19][cH:20]1)([c:21]1[cH:22][cH:23][cH:24][cH:25][cH:26]1)[Cl:27].[CH3:34][CH2:35][O:36][C:37]([CH3:38])=[O:39].[OH:1][CH2:2][C:3]([CH2:4][OH:5])([CH2:6][OH:7])[CH2:8][OH:9].[cH:28]1[cH:29][cH:30][n:31][cH:32][cH:33]1>>[OH:1][CH2:2][C:3]([CH2:4][OH:5])([CH2:6][O:7][Si:14]([C:10]([CH3:11])([CH3:12])[CH3:13])([c:15]1[cH:16][cH:17][cH:18][cH:19][cH:20]1)[c:21]1[cH:22][cH:23][cH:24][cH:25][cH:26]1)[CH2:8][OH:9]. Starting materials: CCCSCCCBr, O=C([O-])[O-], CC(C)O, [K+], [K+], N#Cc1ccc(OCCCNCCO)cc1. The product is CCCSCCCN(CCO)CCCOc1ccc(C#N)cc1. As a reaction SMILES: [Br:17][CH2:18][CH2:19][CH2:20][S:21][CH2:22][CH2:23][CH3:24].[C:25](=[O:26])([O-:27])[O-:28].[CH3:31][CH:32]([OH:33])[CH3:34].[K+:29].[K+:30].[OH:1][CH2:2][CH2:3][NH:4][CH2:5][CH2:6][CH2:7][O:8][c:9]1[cH:10][cH:11][c:12]([C:13]#[N:14])[cH:15][cH:16]1>>[OH:1][CH2:2][CH2:3][N:4]([CH2:5][CH2:6][CH2:7][O:8][c:9]1[cH:10][cH:11][c:12]([C:13]#[N:14])[cH:15][cH:16]1)[CH2:18][CH2:19][CH2:20][S:21][CH2:22][CH2:23][CH3:24]. Starting materials: CCCCCCCCN(Cc1ccc(F)cc1F)C(=O)COc1ccc(CC(OCC)C(=O)OCC)cc1, C1CCOC1, [Li+], [OH-]. The product is CCCCCCCCN(Cc1ccc(F)cc1F)C(=O)COc1ccc(CC(OCC)C(=O)O)cc1. RXN SMILES: [CH2:1]([CH3:2])[O:3][C:4]([CH:5]([CH2:6][c:7]1[cH:8][cH:9][c:10]([O:13][CH2:14][C:15](=[O:16])[N:17]([CH2:18][CH2:19][CH2:20][CH2:21][CH2:22][CH2:23][CH2:24][CH3:25])[CH2:26][c:27]2[c:28]([F:34])[cH:29][c:30]([F:33])[cH:31][cH:32]2)[cH:11][cH:12]1)[O:35][CH2:36][CH3:37])=[O:38].[CH2:41]1[O:42][CH2:43][CH2:44][CH2:45]1.[Li+:40].[OH-:39]>>[O:3]=[C:4]([CH:5]([CH2:6][c:7]1[cH:8][cH:9][c:10]([O:13][CH2:14][C:15](=[O:16])[N:17]([CH2:18][CH2:19][CH2:20][CH2:21][CH2:22][CH2:23][CH2:24][CH3:25])[CH2:26][c:27]2[c:28]([F:34])[cH:29][c:30]([F:33])[cH:31][cH:32]2)[cH:11][cH:12]1)[O:35][CH2:36][CH3:37])[OH:38]. Reactants: [O-]O (hydroperoxide), [ 1993 ], C(CCCCCCC\C=C/C\C=C/CCCCC)(=O)O (linoleic acid). Solvent: C(Cl)Cl (methylene chloride). Conditions: temperature 15 celsius, time 0.5 hour. Product: C(CCCCCCC\C=C/C\C=C/CCCCC)(=O)OO (Linoleic acid hydroperoxide). RXN SMILES: [O-:1]O.[C:3]([OH:22])(=[O:21])[CH2:4][CH2:5][CH2:6][CH2:7][CH2:8][CH2:9][CH2:10]/[CH:11]=[CH:12]\[CH2:13]/[CH:14]=[CH:15]\[CH2:16][CH2:17][CH2:18][CH2:19][CH3:20]>C(Cl)Cl>[C:3]([O:22][OH:1])(=[O:21])[CH2:4][CH2:5][CH2:6][CH2:7][CH2:8][CH2:9][CH2:10]/[CH:11]=[CH:12]\[CH2:13]/[CH:14]=[CH:15]\[CH2:16][CH2:17][CH2:18][CH2:19][CH3:20]. Procedure details: Measurement of Enzymatic Activity. The activity of the immobilized lipoxygenase was assayed by measurement of hydroperoxide formation (Parra-Diaz, D. et al. [1993] supra). An aliquot of the substrate (5 μmoles of linoleic acid) dissolved in methylene chloride was placed in a 10 mL flask and evaporated to dryness under a stream of nitrogen. The reaction medium containing 0.2 mL of 100 mM deoxychlorate (DOC) and 1.8 mL of sodium borate buffer (0.2 M, pH 9.0) was added to the substrate, and the mix... As a reaction SMILES: [NH2:1][C:2]1[N:7]=[C:6]([CH3:8])[C:5]([CH2:9][C:10]2[CH:15]=[CH:14][C:13]([CH2:16][C:17]#N)=[CH:12][CH:11]=2)=[C:4]([NH:19][CH2:20][CH2:21][CH2:22][CH2:23][CH3:24])[N:3]=1.[OH-:25].[K+].C[OH:28]>>[NH2:1][C:2]1[N:7]=[C:6]([CH3:8])[C:5]([CH2:9][C:10]2[CH:15]=[CH:14][C:13]([CH2:16][C:17]([OH:28])=[O:25])=[CH:12][CH:11]=2)=[C:4]([NH:19][CH2:20][CH2:21][CH2:22][CH2:23][CH3:24])[N:3]=1 |f:1.2|. Procedure: A mixture of the product from step (vii) (1.2 g) and KOH (5M in water, 5 ml) in MeOH (15 ml) was heated under reflux for 18 h. The solvent was evaporated under reduced pressure and the residue dissolved in water (15 ml). The solution was adjusted to pH7 with 2M HCl then the solid filtered, washed with water then ether to afford the subtitle compound, 1.13 g LC-MS m/z 343 multimode+ Starting materials: NC1=NC(=C(C(=N1)C)CC1=CC=C(C=C1)CC#N)NCCCCC (2-(4-((2-Amino-4-methyl-6-(pentylamino)pyrimidin-5-yl)methyl)phenyl)acetonitrile), [OH-].[K+] (KOH), CO (MeOH). Yields the product NC1=NC(=C(C(=N1)C)CC1=CC=C(C=C1)CC(=O)O)NCCCCC (2-(4-((2-Amino-4-methyl-6-(pentylamino)pyrimidin-5-yl)methyl)phenyl)acetic acid). Reactants: C(C)(C)(C)C1=C(OC2=NC=CC=C2N)C=CC=C1 (2-(2-tert-Butylphenoxy)-3-aminopyridine), C(=S)(N1C(C=CC=C1)=O)N1C(C=CC=C1)=O (1,1′-thiocarbonyldi-2(1H)-pyridone). Solvent: C(Cl)Cl (DCM). Conditions: time 18 hour. The product is C(C)(C)(C)C1=C(OC2=NC=CC=C2N=C=S)C=CC=C1 (2-(2-tert-Butylphenoxy)-3-isothiocyanatopyridine). As a reaction SMILES: [C:1]([C:5]1[CH:18]=[CH:17][CH:16]=[CH:15][C:6]=1[O:7][C:8]1[C:13]([NH2:14])=[CH:12][CH:11]=[CH:10][N:9]=1)([CH3:4])([CH3:3])[CH3:2].[C:19](N1C=CC=CC1=O)(N1C=CC=CC1=O)=[S:20]>C(Cl)Cl>[C:1]([C:5]1[CH:18]=[CH:17][CH:16]=[CH:15][C:6]=1[O:7][C:8]1[C:13]([N:14]=[C:19]=[S:20])=[CH:12][CH:11]=[CH:10][N:9]=1)([CH3:4])([CH3:2])[CH3:3]. Reported procedure: A mixture of 2-(2-tert-Butylphenoxy)-3-aminopyridine (Example 203b) (5.21 g, 21.5 mmol) and 1,1′-thiocarbonyldi-2(1H)-pyridone (5 g, 21.5 mmol) in DCM (100 mL) was stirred at rt for 18 h. The mixture was evaporated and the solid was dissolved in hexanes/DCM (50 mL, 9/1). The residual solid was removed by filtration and the solution was evaporated to provide the title compound as a brown solid. (M+H)+=285.